This data is from the Open Reaction Database (ORD), a public repository of structured organic reaction records. The task is: describe an organic reaction: reactants, conditions, products, and yield Reactants: ClC1=C(C(=O)O)C=C(C=C1)S(=O)(=O)F (2-Chloro-5-fluorosulfonylbenzoic acid), N1CCNCC1 (piperazine), S(=O)(=O)(F)F (sulfonyl fluoride), N1CCNCC1 (piperazine), N1(CCNCC1)C(=O)OCC (ethyl 1-piperazine carboxylate), C(C)N(C(C)C)C(C)C (ethyldiisopropylamine), N1CCNCC1 (piperazine), C(C)N(C(C)C)C(C)C (ethyldiisopropylamine). Solvent: C(C)(=O)OCC (ethyl acetate). Reaction conditions: time 14 hour. Product: C(C)OC(=O)N1CCN(CC1)S(=O)(=O)C1=CC(=C(C=C1)Cl)C(=O)O (4-(3-Carboxy-4-chloro-benzenesulfonyl)-piperazine-1-carboxylic acid ethyl ester). Yield: 80.8%. RXN SMILES: [Cl:1][C:2]1[CH:10]=[CH:9][C:8]([S:11](F)(=[O:13])=[O:12])=[CH:7][C:3]=1[C:4]([OH:6])=[O:5].[N:15]1([C:21]([O:23][CH2:24][CH3:25])=[O:22])[CH2:20][CH2:19][NH:18][CH2:17][CH2:16]1.C(N(C(C)C)C(C)C)C.N1CCNCC1.S(F)(F)(=O)=O>C(OCC)(=O)C>[CH2:24]([O:23][C:21]([N:15]1[CH2:16][CH2:17][N:18]([S:11]([C:8]2[CH:9]=[CH:10][C:2]([Cl:1])=[C:3]([C:4]([OH:6])=[O:5])[CH:7]=2)(=[O:13])=[O:12])[CH2:19][CH2:20]1)=[O:22])[CH3:25]. Reported procedure: 2-Chloro-5-fluorosulfonylbenzoic acid (Acros Organics, 105 mg, 440 μmol, 1.0 eq) was placed in a vial and the vial was flushed with nitrogen and a positive pressure was maintained. Anhydrous dichloromethane (1.4 mL) was added, followed by ethyl 1-piperazine carboxylate (80 μL, 528 μmol, 1.2 eq) and ethyldiisopropylamine (redistilled, 80 μL, 440 μmol, 1.0 eq). The mixture was stirred for 1.5 h after which time additional piperazine was added (60 μL, 352 μmmol, 0.8 eq). After 14 h the mixture was ... The reactants are ClC=1C=CC2=C(CCC=3C(=NC=CC3)C2=O)C1 (8-chloro-5,6-dihydro-11H-benzo[5,6]cyclohepta[1,2-b]pyridin-11-one), [BH4-].[Na+] (NaBH4). Solvent: CO (MeOH). Yields the product ClC=1C=CC2=C(CCC=3C(=NC=CC3)C2O)C1 (8-CHLORO-6,11-DIHYDRO-11-HYDROXY-5H-BENZO[5,6]-CYCLOHEPTA[1,2-b]PYRIDINE). The yield is 80.6%. Reaction SMILES: [Cl:1][C:2]1[CH:3]=[CH:4][C:5]2[C:15](=[O:16])[C:10]3=[N:11][CH:12]=[CH:13][CH:14]=[C:9]3[CH2:8][CH2:7][C:6]=2[CH:17]=1.[BH4-].[Na+]>CO>[Cl:1][C:2]1[CH:3]=[CH:4][C:5]2[CH:15]([OH:16])[C:10]3=[N:11][CH:12]=[CH:13][CH:14]=[C:9]3[CH2:8][CH2:7][C:6]=2[CH:17]=1 |f:1.2|. Procedure details: To a mixture of 25.03 g (103 mmol) of 8-chloro-5,6-dihydro-11H-benzo[5,6]cyclohepta[1,2-b]pyridin-11-one in 200 mL of MeOH at room temperature and under a nitrogen atmosphere was added portionwise over a period of about 1 hour 4.82 g (124 mmol) of NaBH4. Occasional cooling with an ice bath was necessary at times during the addition in order to avoid excessive reflux. After 1.6 hours the mixture was poured into ice cold water and then extracted with EtOAc (3×). The combined organic portions were ... The reactants are N (ammonia), Cl.NCC1(CCCCC1)CC(=O)O (1-aminomethyl-1-cyclohexaneacetic acid hydrochloride). Run in O (water), O (water). Run at temperature 10 celsius. The product is NCC1(CCCCC1)CC(=O)O (1-(aminomethyl)-cyclohexaneacetic acid). Isolated yield 70.1%. RXN SMILES: N.Cl.[NH2:3][CH2:4][C:5]1([CH2:11][C:12]([OH:14])=[O:13])[CH2:10][CH2:9][CH2:8][CH2:7][CH2:6]1>O>[NH2:3][CH2:4][C:5]1([CH2:11][C:12]([OH:14])=[O:13])[CH2:10][CH2:9][CH2:8][CH2:7][CH2:6]1 |f:1.2|. Procedure: A 3 m long and 20 mm wide chromatography column is filled with 50 1 of an ion exchanger resin (IRA 68). The resin is regenerated with a solution of 14 l concentrated aqueous ammonia in 300 l demineralized water and subsequently washed with 150 l demineralized water. As soon as the eluate has reached pH 6.8 and no more chloride can be detected, a solution of 8.67 kg (40.8 mole) 1-aminomethyl-1-cyclohexaneacetic acid hydrochloride in 43 l demineralized water is added to the column. The free amino ... Reactants: N1C(NCCCCC1)=S (hexahydro-1,3-diazocine-2(1H)-thione), BrC(C(=O)C1=CC=CC=C1)C (2-bromopropiophenone). Run in CC(=O)C (acetone). Reaction conditions: time 8 hour. Product: Br.CC1C(N2C(=NCCCCC2)S1)(O)C1=CC=CC=C1 (2-Methyl-3-phenyl-2,3,6,7,8,9-hexahydro-5H-thiazolo[3,2-a][1,3]diazocin-3-ol, hydrobromide). As a reaction SMILES: [NH:1]1[CH2:8][CH2:7][CH2:6][CH2:5][CH2:4][NH:3][C:2]1=[S:9].[Br:10][CH:11]([CH3:20])[C:12]([C:14]1[CH:19]=[CH:18][CH:17]=[CH:16][CH:15]=1)=[O:13]>CC(C)=O>[BrH:10].[CH3:20][CH:11]1[S:9][C:2]2=[N:3][CH2:4][CH2:5][CH2:6][CH2:7][CH2:8][N:1]2[C:12]1([C:14]1[CH:19]=[CH:18][CH:17]=[CH:16][CH:15]=1)[OH:13] |f:3.4|. Reported procedure: A mixture of 1.44 g. of hexahydro-1,3-diazocine-2(1H)-thione and 500 ml. of acetone is heated to produce solution. A 2.13 g. portion of 2-bromopropiophenone is added and the mixture is allowed to stand overnight. The solid is collected, washed with acetone and dried, giving 2.53 g. of the desired product, m.p. 191°-193° C. (dec.). Starting materials: N(=NC(=O)N1CCCCC1)C(=O)N1CCCCC1 (1,1′-(Azodicarbonyl)dipiperidine), C(CCC)P(CCCC)CCCC (tri-n-butylphosphine), COC(C1=C(C=CC(=C1OCOC)C(F)(F)F)CO)OC ([2-(dimethoxymethyl)-3-(methoxymethoxy)-4-(trifluoromethyl)phenyl]methanol), OC1=CC=C(C=C1)C1=CC=C(C=C1)CC(=O)OC (methyl (4′-hydroxy-1,1′-biphenyl-4-yl)acetate). Run in O1CCCC1 (tetrahydrofuran). Reaction conditions: time 5 hour. Product: COC(C1=C(COC2=CC=C(C=C2)C2=CC=C(C=C2)CC(=O)OC)C=CC(=C1OCOC)C(F)(F)F)OC (methyl (4′-{[2-(dimethoxymethyl)-3-(methoxymethoxy)-4-(trifluoromethyl)benzyl]oxy}-1,1′-biphenyl-4-yl)acetate). Yield: 57.4%. As a reaction SMILES: N(C(N1CCCCC1)=O)=NC(N1CCCCC1)=O.C(P(CCCC)CCCC)CCC.[CH3:32][O:33][CH:34]([O:51][CH3:52])[C:35]1[C:40]([O:41][CH2:42][O:43][CH3:44])=[C:39]([C:45]([F:48])([F:47])[F:46])[CH:38]=[CH:37][C:36]=1[CH2:49][OH:50].O[C:54]1[CH:59]=[CH:58][C:57]([C:60]2[CH:65]=[CH:64][C:63]([CH2:66][C:67]([O:69][CH3:70])=[O:68])=[CH:62][CH:61]=2)=[CH:56][CH:55]=1>O1CCCC1>[CH3:52][O:51][CH:34]([O:33][CH3:32])[C:35]1[C:40]([O:41][CH2:42][O:43][CH3:44])=[C:39]([C:45]([F:46])([F:47])[F:48])[CH:38]=[CH:37][C:36]=1[CH2:49][O:50][C:54]1[CH:55]=[CH:56][C:57]([C:60]2[CH:65]=[CH:64][C:63]([CH2:66][C:67]([O:69][CH3:70])=[O:68])=[CH:62][CH:61]=2)=[CH:58][CH:59]=1. Reported procedure: 1,1′-(Azodicarbonyl)dipiperidine (3.10 g, 12.3 mmol) and tri-n-butylphosphine (3.10 ml, 12.4 mmol) were successively added to a solution of [2-(dimethoxymethyl)-3-(methoxymethoxy)-4-(trifluoromethyl)phenyl]methanol (3.20 g, 10.3 mmol) obtained in Example (6-6) and methyl (4′-hydroxy-1,1′-biphenyl-4-yl)acetate (2.50 g, 10.3 mmol) obtained in Example (6-2) in tetrahydrofuran (40 ml) and the mixture was stirred at room temperature for 5 hours. After the formed white precipitate was removed by filtr...